Dataset: the Open Reaction Database (ORD), a public repository of structured organic reaction records. Task: describe an organic reaction: reactants, conditions, products, and yield Starting materials: FC(C=1C=C(N)C=CC1)(F)F (3-(Trifluoromethyl)aniline), C([O-])([O-])=O.[K+].[K+] (potassium carbonate), BrCCC(=O)Cl (3-bromopropionyl chloride). The solvent is ClCCl (dichloromethane), ClCCl (dichloromethane). Run at time 4 hour. Yields the product BrCCC(=O)NC1=CC(=CC=C1)C(F)(F)F (3-Bromo-N-(3-(trifluoromethyl)phenyl)propanamide). Reaction SMILES: [F:1][C:2]([F:11])([F:10])[C:3]1[CH:4]=[C:5]([CH:7]=[CH:8][CH:9]=1)[NH2:6].C(=O)([O-])[O-].[K+].[K+].[Br:18][CH2:19][CH2:20][C:21](Cl)=[O:22]>ClCCl>[Br:18][CH2:19][CH2:20][C:21]([NH:6][C:5]1[CH:7]=[CH:8][CH:9]=[C:3]([C:2]([F:10])([F:11])[F:1])[CH:4]=1)=[O:22] |f:1.2.3|. Reported procedure: 3-(Trifluoromethyl)aniline (Aldrich, 16.11 g, 100 mmol) was added to a suspension of potassium carbonate (27.64 g, 200 mmol) in dichloromethane (225 mL) followed by the addition of 3-bromopropionyl chloride (10.08 mL, 100 mmol) in dichloromethane (40 mL). The mixture was stirred for 4 hours at ambient temperature, quenched with water (200 mL), the organic layer was washed twice with water (200 mL), dried over sodium sulfate, filtered through a silica gel plug, and rinsed with 1:1 ethyl acetate:h... Reactants: CC(C)(C)O (tBuOH), BrCC1=NC=CC=C1 (2-(bromomethyl)pyridine), C(#C)C1=CC=C(C=C1)C (1-ethynyl-4-methylbenzene), [N-]=[N+]=[N-].[Na+] (NaN3), wire. The reagents and catalysts are [O-]S(=O)(=O)[O-].[Cu+2] (CuSO4). Run in O (water), O (water). The product is C1(=CC=C(C=C1)C=1N=NN(C1)CC1=NC=CC=C1)C (2-((4-p-Tolyl-1H-1,2,3-triazol-1-yl)methyl)pyridine). Isolated yield 35.2%. Reaction SMILES: CC(O)(C)C.Br[CH2:7][C:8]1[CH:13]=[CH:12][CH:11]=[CH:10][N:9]=1.[C:14]([C:16]1[CH:21]=[CH:20][C:19]([CH3:22])=[CH:18][CH:17]=1)#[CH:15].[N-:23]=[N+:24]=[N-:25].[Na+]>O.[O-]S([O-])(=O)=O.[Cu+2]>[C:19]1([CH3:22])[CH:20]=[CH:21][C:16]([C:14]2[N:23]=[N:24][N:25]([CH2:7][C:8]3[CH:13]=[CH:12][CH:11]=[CH:10][N:9]=3)[CH:15]=2)=[CH:17][CH:18]=1 |f:3.4,6.7|. Procedure: A mixture of tBuOH (1.5 mL), water (1.5 mL), 2-(bromomethyl)pyridine (253 mg, 1 mmol), 1-ethynyl-4-methylbenzene (122 mg, 1.05 mmol) and NaN3 (68 mg, 1.05 mmol) was added to a microwaveable vial. A cooper wire (50 mg) and CuSO4 (200 μl of 1M aq. solution) was added to the stirred suspension. The vial was sealed and the mixture was irradiated (Microwave, Personal Chemistry, Biotage from Upsala Sweden) at 125° C. for 5 min. The mixture was then diluted with water and the product was extracted to E... Reactants: C1(CCCCC1)C1=CC=C(C=C1)CC#N (para-cyclohexyl-phenylacetonitrile), C(C)O (ethanol), S(O)(O)(=O)=O (sulfuric acid). Solvent: O (water). Product: C(C)OC(CC1=CC=C(C=C1)C1CCCCC1)=O (para-cyclohexylphenyl acetic acid ethyl ester). Reaction SMILES: [CH:1]1([C:7]2[CH:12]=[CH:11][C:10]([CH2:13][C:14]#N)=[CH:9][CH:8]=2)[CH2:6][CH2:5][CH2:4][CH2:3][CH2:2]1.[CH2:16]([OH:18])[CH3:17].S(=O)(=O)(O)[OH:20]>O>[CH2:16]([O:18][C:14](=[O:20])[CH2:13][C:10]1[CH:11]=[CH:12][C:7]([CH:1]2[CH2:6][CH2:5][CH2:4][CH2:3][CH2:2]2)=[CH:8][CH:9]=1)[CH3:17]. Procedure: 13.7 g of para-cyclohexyl-phenylacetonitrile, 21 ml of absolute ethanol, and 7.3 ml of concentrated sulfuric acid are boiled overnight. The mixture is then diluted with water and extracted several times with ethyl acetate. The solution is washed with sodium bicarbonate solution and water, and dried over sodium sulfate. The residue obtained on evaporation of the solvent is distilled in a high vacuum. There is obtained para-cyclohexylphenyl acetic acid ethyl ester boiling at 125°-127°C under a pre... The reactants are ClC1=NN2C(C=CC=C2)=C1 (2-chloro-pyrazolo[1,5-a]pyridine), CC1(OB(OC1(C)C)C=1C=C(C=NC1)C(C)(C)O)C (2-[5-(4,4,5,5-tetramethyl-1,3,2-dioxaborolan-2-yl)-3-pyridinyl]-2-propanol), C1(CCCCC1)P(C1=C(C=CC=C1)C1=C(C=CC=C1OC)OC)C1CCCCC1 (2-dicyclohexylphosphino-2′,6′-dimethoxy-1,1′-biphenyl), [O-]P(=O)([O-])[O-].[K+].[K+].[K+] (potassium phosphate tribasic). The reagents and catalysts are C(C)(=O)[O-].[Pd+2].C(C)(=O)[O-] (palladium acetate). Run in O1CCCC1 (tetrahydrofuran), C(C)(=O)OCC (ethyl acetate). Run at temperature 100 celsius. Yields the product N1=C(C=C2N1C=CC=C2)C=2C=C(C=NC2)C(C)(C)O (2-(5-(pyrazolo[1,5-a]pyridin-2-yl)pyridin-3-yl)propan-2-ol). RXN SMILES: Cl[C:2]1[CH:10]=[C:5]2[CH:6]=[CH:7][CH:8]=[CH:9][N:4]2[N:3]=1.CC1(C)C(C)(C)OB([C:19]2[CH:20]=[C:21]([C:25]([OH:28])([CH3:27])[CH3:26])[CH:22]=[N:23][CH:24]=2)O1.C1(P(C2CCCCC2)C2C=CC=CC=2C2C(OC)=CC=CC=2OC)CCCCC1.[O-]P([O-])([O-])=O.[K+].[K+].[K+]>O1CCCC1.C(OCC)(=O)C.C([O-])(=O)C.[Pd+2].C([O-])(=O)C>[N:3]1[N:4]2[CH:9]=[CH:8][CH:7]=[CH:6][C:5]2=[CH:10][C:2]=1[C:19]1[CH:20]=[C:21]([C:25]([OH:28])([CH3:27])[CH3:26])[CH:22]=[N:23][CH:24]=1 |f:3.4.5.6,9.10.11|. Procedure: To a solution of 2-chloro-pyrazolo[1,5-a]pyridine (0.200 g, 1.31 mmol) and the title compound from Example 1 Step D (0.414 g, 1.573 mmol) in tetrahydrofuran (6.55 mL) were added palladium acetate (0.029 g, 0.131 mmol), 2-dicyclohexylphosphino-2′,6′-dimethoxy-1,1′-biphenyl (0.108 g, 0.262 mmol), and potassium phosphate tribasic (0.835 g, 3.93 mmol). The resulting mixture was heated at 100° C. for 18 hours, then diluted with ethyl acetate, filtered, and concentrated under reduced pressure. Purific... The reactants are (2-ethenyl)tri-n-butyltin, C(C)(C)(C)OC(=O)C=1C(=CC=CC1)C1=CC(=C(C=C1)CN1C(=NC(=C1C=O)Br)OCCC)F (4′-(4-Bromo-2-propoxy-5-formylimidazol-1-ylmethyl)-3′-fluorobiphenyl-2-carboxylic acid t-butyl ester), CCOC(=O)C (EtOAc). The reagents and catalysts are C=1C=CC(=CC1)[P](C=2C=CC=CC2)(C=3C=CC=CC3)[Pd]([P](C=4C=CC=CC4)(C=5C=CC=CC5)C=6C=CC=CC6)([P](C=7C=CC=CC7)(C=8C=CC=CC8)C=9C=CC=CC9)[P](C=1C=CC=CC1)(C=1C=CC=CC1)C=1C=CC=CC1 (Tetrakis(triphenylphosphine)palladium(0)). Run in CN(C)C=O (DMF). Conditions: temperature 110 celsius, time 1 hour. Product: C(C)(C)(C)OC(=O)C=1C(=CC=CC1)C1=CC(=C(C=C1)CN1C(=NC(=C1C=O)C=C)OCCC)F (4′-(2-Propoxy-5-formyl-4-vinylimidazol-1-ylmethyl)-3′-fluorobiphenyl-2-carboxylic acid t-butyl ester). As a reaction SMILES: [C:1]([O:5][C:6]([C:8]1[C:9]([C:14]2[CH:19]=[CH:18][C:17]([CH2:20][N:21]3[C:25]([CH:26]=[O:27])=[C:24](Br)[N:23]=[C:22]3[O:29][CH2:30][CH2:31][CH3:32])=[C:16]([F:33])[CH:15]=2)=[CH:10][CH:11]=[CH:12][CH:13]=1)=[O:7])([CH3:4])([CH3:3])[CH3:2].[CH3:34][CH2:35]OC(C)=O>CN(C=O)C.C1C=CC([P]([Pd]([P](C2C=CC=CC=2)(C2C=CC=CC=2)C2C=CC=CC=2)([P](C2C=CC=CC=2)(C2C=CC=CC=2)C2C=CC=CC=2)[P](C2C=CC=CC=2)(C2C=CC=CC=2)C2C=CC=CC=2)(C2C=CC=CC=2)C2C=CC=CC=2)=CC=1>[C:1]([O:5][C:6]([C:8]1[C:9]([C:14]2[CH:19]=[CH:18][C:17]([CH2:20][N:21]3[C:25]([CH:26]=[O:27])=[C:24]([CH:34]=[CH2:35])[N:23]=[C:22]3[O:29][CH2:30][CH2:31][CH3:32])=[C:16]([F:33])[CH:15]=2)=[CH:10][CH:11]=[CH:12][CH:13]=1)=[O:7])([CH3:4])([CH3:3])[CH3:2] |^1:48,50,69,88|. Procedure: Intermediate (18a) (10.0 g, 19.3 mmol) was dissolved in DMF (100 mL). Tetrakis(triphenylphosphine)palladium(0) (400 mg, 0.4 mmol) was added, followed by (2-ethenyl)tri-n-butyltin (8.5 mL, 29.0 mmol). The reaction vessel was fitted with a reflux condenser and was heated to 110° C. with stirring for 1 hour, under nitrogen. The mixture was cooled and 200 mL EtOAc was added. The organic layer was washed with a 20% solution of potassium fluoride (2×50 mL) followed by saturated aqueous NaCl (100 mL), ...